Dataset: the Open Reaction Database (ORD), a public repository of structured organic reaction records. Task: describe an organic reaction: reactants, conditions, products, and yield The reactants are CN(C(OC(C)(C)C)=O)[C@H](C(=O)N[C@H]1CC[C@@H]2CNC[C@@H]21)CC(C)C (tert-butyl methyl((S)-4-methyl-1-((3aR,4S,6aS)-octahydrocyclopenta[c]pyrrol-4-ylamino)-1-oxopentan-2-yl)carbamate), BrC1=C(C=CC=C1)F (1-bromo-2-fluorobenzene), P(=O)([O-])([O-])[O-].[K+].[K+].[K+] (potassium phosphate), C1(CCCCC1)P(C1=C(C=CC=C1)C1=C(C=C(C=C1C(C)C)C(C)C)C(C)C)C1CCCCC1 (2-dicyclohexylphosphino-2′,4′,6′-triisopropylbiphenyl). Reagents/catalysts: C=1C=CC(=CC1)/C=C/C(=O)/C=C/C2=CC=CC=C2.C=1C=CC(=CC1)/C=C/C(=O)/C=C/C2=CC=CC=C2.C=1C=CC(=CC1)/C=C/C(=O)/C=C/C2=CC=CC=C2.[Pd].[Pd] (tris(dibenzylideneacetone)dipalladium(0)). Solvent: C(C)(C)(CC)O (t-amyl alcohol). Reaction conditions: temperature 80 celsius. Product: FC1=C(C=CC=C1)N1C[C@@H]2[C@H](C1)[C@H](CC2)NC([C@H](CC(C)C)N(C(OC(C)(C)C)=O)C)=O (tert-butyl(S)-1-((3aR,4S,6aS)-2-(2-fluorophenyl)octahydrocyclopenta[c]pyrrol-4-ylamino)-4-methyl-1-oxopentan-2-yl(methyl)carbamate). As a reaction SMILES: [CH3:1][N:2]([C@@H:10]([CH2:22][CH:23]([CH3:25])[CH3:24])[C:11]([NH:13][C@@H:14]1[C@@H:21]2[C@@H:17]([CH2:18][NH:19][CH2:20]2)[CH2:16][CH2:15]1)=[O:12])[C:3](=[O:9])[O:4][C:5]([CH3:8])([CH3:7])[CH3:6].Br[C:27]1[CH:32]=[CH:31][CH:30]=[CH:29][C:28]=1[F:33].P([O-])([O-])([O-])=O.[K+].[K+].[K+].C1(P(C2CCCCC2)C2C=CC=CC=2C2C(C(C)C)=CC(C(C)C)=CC=2C(C)C)CCCCC1>C(O)(CC)(C)C.C1C=CC(/C=C/C(/C=C/C2C=CC=CC=2)=O)=CC=1.C1C=CC(/C=C/C(/C=C/C2C=CC=CC=2)=O)=CC=1.C1C=CC(/C=C/C(/C=C/C2C=CC=CC=2)=O)=CC=1.[Pd].[Pd]>[F:33][C:28]1[CH:29]=[CH:30][CH:31]=[CH:32][C:27]=1[N:19]1[CH2:20][C@@H:21]2[C@@H:14]([NH:13][C:11](=[O:12])[C@@H:10]([N:2]([CH3:1])[C:3](=[O:9])[O:4][C:5]([CH3:8])([CH3:7])[CH3:6])[CH2:22][CH:23]([CH3:25])[CH3:24])[CH2:15][CH2:16][C@@H:17]2[CH2:18]1 |f:2.3.4.5,8.9.10.11.12|. Procedure: To a microwave vial under nitrogen was added tert-butyl methyl((S)-4-methyl-1-((3aR,4S,6aS)-octahydrocyclopenta[c]pyrrol-4-ylamino)-1-oxopentan-2-yl)carbamate from Step 1 (118 mg, 0.334 mmol), 1-bromo-2-fluorobenzene (0.038 mL, 0.350 mmol), potassium phosphate, tribasic (116 mg, 0.668 mmol), tris(dibenzylideneacetone)dipalladium(0) (6.11 mg, 6.68 μmol) and 2-dicyclohexylphosphino-2′,4′,6′-triisopropylbiphenyl (X-PHOS, 12.73 mg, 0.027 mmol) in t-amyl alcohol (1.0 mL). The reaction was heated at 8... Starting materials: C(C)S(=O)(=O)N1CCC(CC1)C1=CNC2=C(C=C(C=C12)C1=CSC(=C1)CN1C(CCC1)C1=CC=CC=C1)C(=O)N (3-[1-(ethylsulfonyl)-4-piperidinyl]-5-{5-[(2-phenyl-1-pyrrolidinyl)methyl]-3-thienyl}-1H-indole-7-carboxamide), C1(=CC=CC=C1)C1NCCC1 (2-phenylpyrrolidine). The product is CN([C@@H]1CN(CC1)CC1=CC(=CS1)C=1C=C2C(=CNC2=C(C1)C(=O)N)C1CCN(CC1)S(=O)(=O)CC)C (5-(5-{[(3S)-3-(dimethylamino)-1-pyrrolidinyl]methyl}-3-thienyl)-3-[1-(ethylsulfonyl)-4-piperidinyl]-1H-indole-7-carboxamide). Isolated yield 18.0%. RXN SMILES: [CH2:1]([S:3]([N:6]1[CH2:11][CH2:10][CH:9]([C:12]2[C:20]3[C:15](=[C:16]([C:38]([NH2:40])=[O:39])[CH:17]=[C:18]([C:21]4[CH:25]=[C:24]([CH2:26][N:27]5[CH2:31][CH2:30][CH2:29][CH:28]5C5C=CC=CC=5)[S:23][CH:22]=4)[CH:19]=3)[NH:14][CH:13]=2)[CH2:8][CH2:7]1)(=[O:5])=[O:4])[CH3:2].C1([CH:47]2CC[CH2:49][NH:48]2)C=CC=CC=1>>[CH3:47][N:48]([CH3:49])[C@H:29]1[CH2:30][CH2:31][N:27]([CH2:26][C:24]2[S:23][CH:22]=[C:21]([C:18]3[CH:19]=[C:20]4[C:15](=[C:16]([C:38]([NH2:40])=[O:39])[CH:17]=3)[NH:14][CH:13]=[C:12]4[CH:9]3[CH2:8][CH2:7][N:6]([S:3]([CH2:1][CH3:2])(=[O:4])=[O:5])[CH2:11][CH2:10]3)[CH:25]=2)[CH2:28]1. Procedure: The title compound was prepared according to the general procedure for 3-[1-(ethylsulfonyl)-4-piperidinyl]-5-{5-[(2-phenyl-1-pyrrolidinyl)methyl]-3-thienyl}-1H-indole-7-carboxamide, substituting (2R)—N,N-dimethyl-2-pyrrolidinamine (114 mg, 1.0 mmol) for 2-phenylpyrrolidine to afford 11 mg of the title compound (18%). Reactants: OCCN(CC(=O)O)CC(=O)O (N-(2-hydroxyethyl)iminodiacetic acid), Cl (HCl), CCO (EtOH). Reaction conditions: time 24 hour. Yields the product C(C)OC(CN1CC(OCC1)=O)=O ((2-Oxo-morpholin-4-yl)-acetic acid ethyl ester). Reaction SMILES: O[CH2:2][CH2:3][N:4]([CH2:9][C:10]([OH:12])=[O:11])[CH2:5][C:6]([OH:8])=[O:7].Cl.[CH3:14][CH2:15]O>>[CH2:14]([O:12][C:10](=[O:11])[CH2:9][N:4]1[CH2:3][CH2:2][O:8][C:6](=[O:7])[CH2:5]1)[CH3:15]. Procedure details: To N-(2-hydroxyethyl)iminodiacetic acid (3.55 g, 20 mmol) in 500 mL EtOH was added concentrated HCl (1.7 mL, 21 mmol). The mixture was stirred for 24 h at rt and concentrated. The residue was partitioned in diethyl ether (200 mL) and NaHCO3 (150 mL, 10% wt). After layer separation, the organic phase was washed with aqueous NaHCO3 (2×100 mL) and dried over Na2SO4 and concentrated and dried under high vacuum. To this crude product in 250 mL of dioxane was added 1.5 mL of HCl and the mixture was he... The reactants are CO, [I-], [Li+], [OH-], O, O, COC(=O)c1ccc(CCC[NH+](CCCNC(=O)Nc2ccccc2)CCc2ccc(Cl)cc2)cc1. The product is [I-], O=C(NCCC[NH+](CCCc1ccc(C(=O)O)cc1)CCc1ccc(Cl)cc1)Nc1ccccc1. Reaction SMILES: [CH3:41][OH:42].[I-:4].[Li+:3].[OH-:2].[OH2:1].[OH2:43].[c:5]1([NH:11][C:12]([NH:13][CH2:14][CH2:15][CH2:16][NH+:17]([CH2:18][CH2:19][CH2:20][c:21]2[cH:22][cH:23][c:24]([C:27](=[O:28])[O:29][CH3:30])[cH:25][cH:26]2)[CH2:31][CH2:32][c:33]2[cH:34][cH:35][c:36]([Cl:39])[cH:37][cH:38]2)=[O:40])[cH:6][cH:7][cH:8][cH:9][cH:10]1>>[I-:4].[c:5]1([NH:11][C:12]([NH:13][CH2:14][CH2:15][CH2:16][NH+:17]([CH2:18][CH2:19][CH2:20][c:21]2[cH:22][cH:23][c:24]([C:27](=[O:28])[OH:29])[cH:25][cH:26]2)[CH2:31][CH2:32][c:33]2[cH:34][cH:35][c:36]([Cl:39])[cH:37][cH:38]2)=[O:40])[cH:6][cH:7][cH:8][cH:9][cH:10]1. Starting materials: O=S(Cl)Cl (SOCl2), C(CC)[C@@H]1CC[C@H](CC1)C1=CC=C(C(=O)O)C=C1 (4-(trans-4'-propylcyclohexyl) benzoic acid). Product: C(CC)[C@@H]1CC[C@H](CC1)C1=CC=C(C(=O)Cl)C=C1 (4-(trans-4'-propylcyclohexyl) benzoic acid chloride). The yield is 96.2%. RXN SMILES: O=S(Cl)[Cl:3].[CH2:5]([C@H:8]1[CH2:13][CH2:12][C@H:11]([C:14]2[CH:22]=[CH:21][C:17]([C:18](O)=[O:19])=[CH:16][CH:15]=2)[CH2:10][CH2:9]1)[CH2:6][CH3:7]>>[CH2:5]([C@H:8]1[CH2:13][CH2:12][C@H:11]([C:14]2[CH:22]=[CH:21][C:17]([C:18]([Cl:3])=[O:19])=[CH:16][CH:15]=2)[CH2:10][CH2:9]1)[CH2:6][CH3:7]. Procedure details: In 75 cm3 (1.0 mol) of SOCl2, 128 g (0.52 mol) of 4-(trans-4'-propylcyclohexyl) benzoic acid was refluxed for 3 hours. The excess SOCl2 was distilled off under a reduced pressure and the residue was distilled under reduced pressure (158° C./3.0 mmHg) to yield 133 g (0.50 mol) of 4-(trans-4'-propylcyclohexyl) benzoic acid chloride. As a reaction SMILES: [Br:1][c:2]1[c:3]([F:19])[cH:4][c:5]([NH:8][C:9](=[O:10])[NH:11][c:12]2[c:13]([CH3:18])[cH:14][cH:15][cH:16][cH:17]2)[cH:6][cH:7]1.[CH3:20][O:21][c:22]1[n:23][cH:24][cH:25][cH:26][c:27]1[B:28]([OH:29])[OH:30].[Na+:36].[Na+:37].[O-:38][C:39](=[O:40])[O-:41].[O:31]=[CH:32][N:33]([CH3:34])[CH3:35].[OH2:42]>>[c:2]1(-[c:27]2[c:22]([O:21][CH3:20])[n:23][cH:24][cH:25][cH:26]2)[c:3]([F:19])[cH:4][c:5]([NH:8][C:9](=[O:10])[NH:11][c:12]2[c:13]([CH3:18])[cH:14][cH:15][cH:16][cH:17]2)[cH:6][cH:7]1. Product: COc1ncccc1-c1ccc(NC(=O)Nc2ccccc2C)cc1F. The reactants are Cc1ccccc1NC(=O)Nc1ccc(Br)c(F)c1, COc1ncccc1B(O)O, [Na+], [Na+], O=C([O-])[O-], CN(C)C=O, O.